From a dataset of the Open Reaction Database (ORD), a public repository of structured organic reaction records. describe an organic reaction: reactants, conditions, products, and yield Reactants: [Li]CCCC, C1CCOC1, CC1CC(=O)CC(C)C1, C[Si](C)(C)C1SCCCS1. Yields the product CC1CC(=C2SCCCS2)CC(C)C1. Reaction SMILES: [CH2:11]([Li:12])[CH2:13][CH2:14][CH3:15].[CH2:25]1[O:26][CH2:27][CH2:28][CH2:29]1.[CH3:16][CH:17]1[CH2:18][C:19](=[O:24])[CH2:20][CH:21]([CH3:23])[CH2:22]1.[CH3:1][Si:2]([CH:3]1[S:4][CH2:5][CH2:6][CH2:7][S:8]1)([CH3:9])[CH3:10]>>[C:3]1(=[C:19]2[CH2:18][CH:17]([CH3:16])[CH2:22][CH:21]([CH3:23])[CH2:20]2)[S:4][CH2:5][CH2:6][CH2:7][S:8]1. Reactants: C=CC=O, [H-], O=[N+]([O-])C1CCCC1, [Na+], C1CCOC1. The product is O=CCCC1([N+](=O)[O-])CCCC1. RXN SMILES: [CH:9](=[O:10])[CH:11]=[CH2:12].[H-:13].[N+:1](=[O:2])([O-:3])[CH:4]1[CH2:5][CH2:6][CH2:7][CH2:8]1.[Na+:14].[O:15]1[CH2:16][CH2:17][CH2:18][CH2:19]1>>[N+:1](=[O:2])([O-:3])[C:4]1([CH2:12][CH2:11][CH:9]=[O:10])[CH2:5][CH2:6][CH2:7][CH2:8]1. Starting materials: C1(C=2C(C(N1C(CC(=O)N)C1=CC(=C(C=C1)OC)OC)=O)=CC=CC2)=O (3-phthalimido-3-(3,4-dimethoxyphenyl)propionamide), CN1CCOCC1 (4-methylmorpholine), S(=O)(Cl)Cl (thionyl chloride). Run in CN(C=O)C (dimethylformamide). Reaction conditions: time 30 minute. Product: C1(C=2C(C(N1C(CC#N)C1=CC(=C(C=C1)OC)OC)=O)=CC=CC2)=O (3-Phthalimido-3-(3,4-dimethoxyphenyl)propionitrile). Yield: 78.5%. Reaction SMILES: [C:1]1(=[O:26])[N:5]([CH:6]([C:11]2[CH:16]=[CH:15][C:14]([O:17][CH3:18])=[C:13]([O:19][CH3:20])[CH:12]=2)[CH2:7][C:8]([NH2:10])=O)[C:4](=[O:21])[C:3]2=[CH:22][CH:23]=[CH:24][CH:25]=[C:2]12.CN1CCOCC1.S(Cl)(Cl)=O>CN(C)C=O>[C:4]1(=[O:21])[N:5]([CH:6]([C:11]2[CH:16]=[CH:15][C:14]([O:17][CH3:18])=[C:13]([O:19][CH3:20])[CH:12]=2)[CH2:7][C:8]#[N:10])[C:1](=[O:26])[C:2]2=[CH:25][CH:24]=[CH:23][CH:22]=[C:3]12. Reported procedure: To an ice bath cooled stirred suspension of 3-phthalimido-3-(3,4-dimethoxyphenyl)propionamide (1.77 g, 5.00 mmol) and 4-methylmorpholine (1.3 mL, 12 mmol) in dimethylformamide (17 mL) under nitrogen, was added thionyl chloride (0.7 mL, 9.6 mmol) dropwise via a syringe. There was a slight exotherm and after 30 minutes, the cooling bath was removed and the reaction nlixture was stirred for 2 hours at room temperature. The reaction mixture was poured into a mixture of sodium bicarbonate (17 g) and ... The reactants are C(N)(=N)N1N=CC(=C1N)C1=CC=NC=C1 (1-amidino-4-(4-pyridyl)-5-aminopyrazole), C(N)(=N)N1N=CC(=C1N)C1=NC=NC=C1 (1-amidino-4-(4-pyrimidinyl)-5-aminopyrazole). Yields the product NC1=NC=NC=2N1N=CC2C2=NC=NC=C2 (4-amino-8-(4-pyrimidinyl)-pyrazolo-[1,5-a][1,3,5]triazine). Isolated yield 80.0%. Reaction SMILES: [C:1](N1C(N)=C(C2C=CN=CC=2)C=N1)(=N)N.[C:16]([N:19]1[C:23]([NH2:24])=[C:22]([C:25]2[CH:30]=[CH:29][N:28]=[CH:27][N:26]=2)[CH:21]=[N:20]1)(=[NH:18])[NH2:17]>>[NH2:18][C:16]1[N:19]2[N:20]=[CH:21][C:22]([C:25]3[CH:30]=[CH:29][N:28]=[CH:27][N:26]=3)=[C:23]2[N:24]=[CH:1][N:17]=1. Procedure details: By replacing the 1-amidino-4-(4-pyridyl)-5-aminopyrazole in Example 1C with an equivalent quantity of 1-amidino-4-(4-pyrimidinyl)-5-aminopyrazole there is obtained an 80% yield of 4-amino-8-(4-pyrimidinyl)-pyrazolo-[1,5-a][1,3,5]triazine which separates from boiling dimethylformamide in crystals melting at about 340° C. (dec.). The reactants are FC(C(=O)NC1CC2=CC(=CC=C2CC1)NC1=NC=CC(=N1)C=1C(=NN2C1C=CC=C2)C2=CC(=CC=C2)NC(CC=2SC=CC2)=O)(F)F (2,2,2-trifluoro-N-(7-{[4-(2-{3-[(2-thienylacetyl)amino]phenyl}pyrazolo[1,5-a]pyridin-3-yl)-2-pyrimidinyl]amino}-1,2,3,4-tetrahydro-2-naphthalenyl)acetamide), [Li+].[OH-] (LiOH). The solvent is CO (MeOH). Product: NC1CCC=2C=CC(=CC2C1)NC1=NC=CC(=N1)C=1C(=NN2C1C=CC=C2)C=2C=C(C=CC2)NC(CC=2SC=CC2)=O (N-[3-(3-{2-[(7-Amino-5,6,7,8-tetrahydro-2-naphthalenyl)amino]-4-pyrimidinyl}pyrazolo[1,5-a]pyridin-2-yl)phenyl]-2-(2-thienyl)acetamide). Yield: 97.2%. As a reaction SMILES: FC(F)(F)C([NH:5][CH:6]1[CH2:15][CH2:14][C:13]2[C:8](=[CH:9][C:10]([NH:16][C:17]3[N:22]=[C:21]([C:23]4[C:24]([C:32]5[CH:37]=[CH:36][CH:35]=[C:34]([NH:38][C:39](=[O:46])[CH2:40][C:41]6[S:42][CH:43]=[CH:44][CH:45]=6)[CH:33]=5)=[N:25][N:26]5[CH:31]=[CH:30][CH:29]=[CH:28][C:27]=45)[CH:20]=[CH:19][N:18]=3)=[CH:11][CH:12]=2)[CH2:7]1)=O.[Li+].[OH-]>CO>[NH2:5][CH:6]1[CH2:7][C:8]2[CH:9]=[C:10]([NH:16][C:17]3[N:22]=[C:21]([C:23]4[C:24]([C:32]5[CH:33]=[C:34]([NH:38][C:39](=[O:46])[CH2:40][C:41]6[S:42][CH:43]=[CH:44][CH:45]=6)[CH:35]=[CH:36][CH:37]=5)=[N:25][N:26]5[CH:31]=[CH:30][CH:29]=[CH:28][C:27]=45)[CH:20]=[CH:19][N:18]=3)[CH:11]=[CH:12][C:13]=2[CH2:14][CH2:15]1 |f:1.2|. Procedure details: The title compound was prepared by treating 2,2,2-trifluoro-N-(7-{[4-(2-{3-[(2-thienylacetyl)amino]phenyl}pyrazolo[1,5-a]pyridin-3-yl)-2-pyrimidinyl]amino}-1,2,3,4-tetrahydro-2-naphthalenyl)acetamide (60 mg, 0.09 mmol) with LiOH in MeOH as described in Example 54, Step D. Purification yielded 50 mg (51%) of the desired amine. 1H NMR (400 MHz, DMSO-d6) δ 10.32 (s, 1H), 9.34 (s, 1H), 8.80 (d, J=6.8 Hz, 1H), 8.46 (d, J=8.8 Hz, 1H), 8.18 (d, J=5.4 Hz, 1H), 7.86 (s, 1H), 7.72 (d, J=8.1 Hz, 1H), 7.48-...